Dataset: the Open Reaction Database (ORD), a public repository of structured organic reaction records. Task: describe an organic reaction: reactants, conditions, products, and yield Starting materials: NC1=NC(=NC=C1C#N)C(C(C(F)(F)F)(F)F)(F)F (4-Amino-2-heptafluoropropyl-pyrimidine-5-carbonitrile), COC(N(C)C)OC (N,N-dimethylformamide dimethyl acetal). Product: C(#N)C=1C(=NC(=NC1)C(C(C(F)(F)F)(F)F)(F)F)N=CN(C)C (N′-(5-Cyano-2-heptafluoropropyl-pyrimidin-4-yl)-N,N-dimethyl-formamidine). As a reaction SMILES: [NH2:1][C:2]1[C:7]([C:8]#[N:9])=[CH:6][N:5]=[C:4]([C:10]([F:19])([F:18])[C:11]([F:17])([F:16])[C:12]([F:15])([F:14])[F:13])[N:3]=1.CO[CH:22](OC)[N:23]([CH3:25])[CH3:24]>>[C:8]([C:7]1[C:2]([N:1]=[CH:22][N:23]([CH3:25])[CH3:24])=[N:3][C:4]([C:10]([F:19])([F:18])[C:11]([F:16])([F:17])[C:12]([F:13])([F:14])[F:15])=[N:5][CH:6]=1)#[N:9]. Procedure: The title compound was prepared from the reaction of 4-Amino-2-heptafluoropropyl-pyrimidine-5-carbonitrile with N,N-dimethylformamide dimethyl acetal using the procedure from Example 156B to provide the title compound. The reactants are ClC1=C(C=CC(=N1)C(=O)Cl)OC (6-Chloro-5-methoxypyridine-2-carbonyl chloride), C1(CCCC1)O (cyclopentanol). The product is ClC1=C(C=CC(=N1)C(=O)OC1CCCC1)OC (cyclopentyl 6-chloro-5-methoxypyridine-2-carboxylate). RXN SMILES: [Cl:1][C:2]1[N:7]=[C:6]([C:8](Cl)=[O:9])[CH:5]=[CH:4][C:3]=1[O:11][CH3:12].[CH:13]1([OH:18])[CH2:17][CH2:16][CH2:15][CH2:14]1>>[Cl:1][C:2]1[N:7]=[C:6]([C:8]([O:18][CH:13]2[CH2:17][CH2:16][CH2:15][CH2:14]2)=[O:9])[CH:5]=[CH:4][C:3]=1[O:11][CH3:12]. Procedure details: 6-Chloro-5-methoxypyridine-2-carbonyl chloride (5.8 g) is added to dry cyclopentanol (50 mL) and the mixture refluxed for 4 hours. The mixture is concentrated, the residue dissolved in ethyl acetate (400 mL) and the ethyl acetate solution is washed with water (3×250 mL). After drying (MgSO4) the solution is evaporated to dryness to give cyclopentyl 6-chloro-5-methoxypyridine-2-carboxylate (6.3 g) as a buff solid, m.p. 90-92° C. [Elemental analysis: C, 55.9; H, 5.47; Cl, 13.9; N, 5.48%. calculate...